Task: describe an organic reaction: reactants, conditions, products, and yield. Dataset: the Open Reaction Database (ORD), a public repository of structured organic reaction records Starting materials: [N+](=O)([O-])C1=C(C(=O)NC(C)C2=CN=C(N=N2)NC2=CC(=C(C(=C2)OC)OC)OC)C=CC=C1 (2-nitro-N-(1-{3-[(3,4,5-trimethoxyphenyl)amino]-1,2,4-triazin-6-yl}ethyl)benzamide), [N+](=O)([O-])C1=C(C(=O)NC(C)C2=CN=C(N=N2)NC2=CC(=C(C(=C2)OC)OC)OC)C=CC=C1 (2-nitro-N-(1-{3-[(3,4,5-trimethoxyphenyl)amino]-1,2,4-triazin-6-yl}ethyl)benzamide), P(=O)(Cl)(Cl)Cl (phosphorus oxychloride). The solvent is ClCCCl (1,2-dichloroethane). Yields the product CC=1N=C(N2N=C(N=CC21)NC2=CC(=C(C(=C2)OC)OC)OC)C2=C(C=CC=C2)[N+](=O)[O-] (5-methyl-7-(2-nitrophenyl)-N-(3,4,5-trimethoxyphenyl)imidazo[5,1-f][1,2,4]triazin-2-amine). Yield: 0.7%. As a reaction SMILES: [N+:1]([C:4]1[CH:33]=[CH:32][CH:31]=[CH:30][C:5]=1[C:6]([NH:8][CH:9]([C:11]1[N:16]=[N:15][C:14]([NH:17][C:18]2[CH:23]=[C:22]([O:24][CH3:25])[C:21]([O:26][CH3:27])=[C:20]([O:28][CH3:29])[CH:19]=2)=[N:13][CH:12]=1)[CH3:10])=O)([O-:3])=[O:2].P(Cl)(Cl)(Cl)=O>ClCCCl>[CH3:10][C:9]1[N:8]=[C:6]([C:5]2[CH:30]=[CH:31][CH:32]=[CH:33][C:4]=2[N+:1]([O-:3])=[O:2])[N:16]2[C:11]=1[CH:12]=[N:13][C:14]([NH:17][C:18]1[CH:23]=[C:22]([O:24][CH3:25])[C:21]([O:26][CH3:27])=[C:20]([O:28][CH3:29])[CH:19]=1)=[N:15]2. Procedure details: In a similar manner as described for Example 1, 2-nitro-N-(1-{3-[(3,4,5-trimethoxyphenyl)amino]-1,2,4-triazin-6-yl}ethyl)benzamide (Intermediate 10) (0.50 g, 1.5 mmol) in 1,2-dichloroethane (20 mL) and phosphorus oxychloride (1.1 mL, 12 mmol) gave 5-methyl-7-(2-nitrophenyl)-N-(3,4,5-trimethoxyphenyl)imidazo[5,1-f][1,2,4]triazin-2-amine (0.0046 g) as a yellow solid. 1H NMR (CDCl3): δ8.82 (s, 1H), 8.09 (dd, J=8.0, 1.1 Hz, 1H), 7.90 (dd, J=7.7, 1.3 Hz, 1H), 7.76 (ddd, J=7.7, 7.5, 1.3 Hz, 1H), 7.64 ... Starting materials: O=C(n1ccnc1)n1ccnc1, COCCC(=O)O, Nc1cccc(CO)c1, CN(C)C=O. Yields the product COCCC(=O)Nc1cccc(CO)c1. Reaction SMILES: [C:8]([n:9]1[cH:10][cH:11][n:12][cH:13]1)([n:14]1[cH:15][cH:16][n:17][cH:18]1)=[O:19].[CH3:1][O:2][CH2:3][CH2:4][C:5](=[O:6])[OH:7].[NH2:20][c:21]1[cH:22][c:23]([CH2:24][OH:25])[cH:26][cH:27][cH:28]1.[O:29]=[CH:30][N:31]([CH3:32])[CH3:33]>>[CH3:1][O:2][CH2:3][CH2:4][C:5](=[O:7])[NH:20][c:21]1[cH:22][c:23]([CH2:24][OH:25])[cH:26][cH:27][cH:28]1. The reactants are ice water, ClCCOC1=CC(=C(C=C1)[N+](=O)[O-])C (4-(2-chloroethoxy)-2-methyl-1-nitrobenzene), CN1CCNCC1 (N-methylpiperazine), C([O-])([O-])=O.[K+].[K+] (potassium carbonate). The solvent is CN(C=O)C (N,N-dimethylformamide). Conditions: temperature 70 celsius. The product is CN1CCN(CC1)CCOC1=CC(=C(C=C1)[N+](=O)[O-])C (1-methyl-4-[2-(3-methyl-4-nitrophenoxy)ethyl]piperazine). RXN SMILES: Cl[CH2:2][CH2:3][O:4][C:5]1[CH:10]=[CH:9][C:8]([N+:11]([O-:13])=[O:12])=[C:7]([CH3:14])[CH:6]=1.[CH3:15][N:16]1[CH2:21][CH2:20][NH:19][CH2:18][CH2:17]1.C(=O)([O-])[O-].[K+].[K+]>CN(C)C=O>[CH3:15][N:16]1[CH2:21][CH2:20][N:19]([CH2:2][CH2:3][O:4][C:5]2[CH:10]=[CH:9][C:8]([N+:11]([O-:13])=[O:12])=[C:7]([CH3:14])[CH:6]=2)[CH2:18][CH2:17]1 |f:2.3.4|. Reported procedure: A solution of 4-(2-chloroethoxy)-2-methyl-1-nitrobenzene (2.1 g, 9.7 mmol), N-methylpiperazine (1.5 g, 15 mmol) and potassium carbonate (3.4 g, 0.025 mol) in N,N-dimethylformamide (15 mL) was stirred with heating at 70° C. for 18 h. Cooled to ambient temperature, the reaction mixture was poured into ice water, extracted with ethyl acetate. The organic layer was washed with water and brine, dried over sodium sulfate and concentrated. The residue was purified by chromatography on silica gel(dichlo... The reactants are [OH-].[Na+] (Sodium hydroxide), CC(C)(C)C1=CC=C(C=C1)C1=C(OC=C1)C(=O)[O-] (4-(1,1-dimethylethyl)phenylfuran-2-carboxylate). Solvent: O (water), O1CCCC1 (tetrahydrofuran). Run at time 17 hour. The product is CC(C)(C)C1=CC=C(C=C1)C1=C(OC=C1)C(=O)O (4-(1,1-dimethylethyl)phenylfuran-2-carboxylic acid). Reaction SMILES: [OH-].[Na+].[CH3:3][C:4]([C:7]1[CH:12]=[CH:11][C:10]([C:13]2[CH:17]=[CH:16][O:15][C:14]=2[C:18]([O-:20])=[O:19])=[CH:9][CH:8]=1)([CH3:6])[CH3:5]>O.O1CCCC1>[CH3:6][C:4]([C:7]1[CH:8]=[CH:9][C:10]([C:13]2[CH:17]=[CH:16][O:15][C:14]=2[C:18]([OH:20])=[O:19])=[CH:11][CH:12]=1)([CH3:3])[CH3:5] |f:0.1|. Reported procedure: Sodium hydroxide (1.42 g) in water (17.75 ml) was added to a vigorously stirred solution of methyl 5-(4-(1,1-dimethylethyl)phenylfuran-2-carboxylate (4.579 g) in tetrahydrofuran (100 ml) and stirred at room temperature for 17 hours, the solvent was removed in vacuo and the residue dissolved in 10% sodium hydrogen carbonate solution (200 ml) then acidified with 2 M hydrochloric acid. The mixture was extracted with diethyl ether (3 x 200 ml), the ether washed with water and dried (MgSO4) The solve... Starting materials: OC=1CC(OC1)=O (4-hydroxy-2-furanone), C(C)(C)(C)O (tert-butanol), S(O)(O)(=O)=O (sulfuric acid). The solvent is O (Water). Run at temperature 40 celsius. Product: C(C)(C)(C)C1C(OC=C1O)=O (3-tert-Butyl-4-hydroxy-2-furanone). The yield is 7.4%. As a reaction SMILES: [OH:1][C:2]1[CH2:3][C:4](=[O:7])[O:5][CH:6]=1.[C:8](O)([CH3:11])([CH3:10])[CH3:9].S(=O)(=O)(O)O>O>[C:8]([CH:3]1[C:2]([OH:1])=[CH:6][O:5][C:4]1=[O:7])([CH3:11])([CH3:10])[CH3:9]. Procedure details: To 4-hydroxy-2-furanone (50 g, 0.5 mol) in tert-butanol (50 ml, 0.53 mol) was added concentrated sulfuric acid (25 ml). The mixture was heated at 40° C. for 20 h then allowed to cool. Water (250 ml) was added and the mixture was extracted with diethyl ether (3×250 ml), the diethyl ether layers were combined, washed with brine (250 ml), dried (Na2SO4), filtered and concentrated in vacuo to give a brown solid. The solid was purified by silica gel chromatography with 0%→100% ethyl acetate/isohexane... The reactants are C(C)N=C=O (Ethyl isocyanate), CCOCC (ether), C1COC2(CCNCC2)O1 (4-piperidone ethylene ketal). The solvent is ClCCl (dichloromethane). Reaction conditions: temperature 20 celsius, time 24 hour. The product is C1COC(NCC)(N2CCC(CC2)=O)O1 (N-Ethyl-4-oxopiperidine-1-carboxamide ethylene ketal). RXN SMILES: [CH2:1]([N:3]=[C:4]=[O:5])[CH3:2].C1O[C:9]2([CH2:14][CH2:13][NH:12][CH2:11][CH2:10]2)[O:8]C1.[CH3:16][CH2:17][O:18]CC>ClCCl>[CH2:17]1[O:18][C:4]([N:12]2[CH2:13][CH2:14][C:9](=[O:8])[CH2:10][CH2:11]2)([NH:3][CH2:1][CH3:2])[O:5][CH2:16]1. Procedure: Ethyl isocyanate (0.85 ml, 0.76 g, 10.7 mmol) was added dropwise with stirring to 4-piperidone ethylene ketal (1.43 g, 10 mmol) in dry dichloromethane (30 ml). The resulting pale yellow solution was stirred at 20° C. for 24 h, then evaporated to yield a yellow solid. Trituration with ether gave the title compound as a white crystalline solid (1.85 g), m.p. 120°-122° C. Starting materials: N1=CC=CC=C1 (pyridine), Cl.OC(C(CC)NC(C)C)C1=C2CCC(NC2=C(C=C1)O)=O (5-(1-hydroxy-2-isopropylaminobutyl)-8-hydroxy-3,4-dihydrocarbostyril hydrochloride), C(C(C)C)(=O)Cl (isobutyryl chloride), C(C)OCC (diethyl ether), ice water. Run in CC(=O)C (acetone). The product is Cl.OC(C(CC)NC(C)C)C1=C2CCC(NC2=C(C=C1)OC(C(C)C)=O)=O (5-(1-hydroxy-2-isopropylaminobutyl)-8-isobutyryloxy-3,4-dihydrocarbostyril hydrochloride). RXN SMILES: N1C=CC=CC=1.Cl.[OH:8][CH:9]([C:17]1[CH:26]=[CH:25][C:24]([OH:27])=[C:23]2[C:18]=1[CH2:19][CH2:20][C:21](=[O:28])[NH:22]2)[CH:10]([NH:13][CH:14]([CH3:16])[CH3:15])[CH2:11][CH3:12].[C:29]([Cl:34])(=[O:33])[CH:30]([CH3:32])[CH3:31].C(OCC)C>CC(C)=O>[ClH:34].[OH:8][CH:9]([C:17]1[CH:26]=[CH:25][C:24]([O:27][C:29](=[O:33])[CH:30]([CH3:32])[CH3:31])=[C:23]2[C:18]=1[CH2:19][CH2:20][C:21](=[O:28])[NH:22]2)[CH:10]([NH:13][CH:14]([CH3:16])[CH3:15])[CH2:11][CH3:12] |f:1.2,6.7|. Reported procedure: 25 ml of pyridine was added to 1 g of 5-(1-hydroxy-2-isopropylaminobutyl)-8-hydroxy-3,4-dihydrocarbostyril hydrochloride, and 3 ml of isobutyryl chloride was added dropwise to the mixture while cooling with ice-water and stirring followed by stirring for 3 hours. After addition of about 200 ml of diethyl ether, acetone was added to the precipitate formed to obtain a crystalline product. The product thus obtained was recrystallized from acetone to obtain 0.8 g of 5-(1-hydroxy-2-isopropylaminobuty... Starting materials: ( a ), NC1=CC=C(C=N1)/C=C/C(=O)O ((E)-3-(6-amino-pyridin-3-yl)acrylic acid), Cl.CN1CC(NC2=C(C1)C=C(C=N2)/C=C/C(=O)O)=O ((E)-3-(4-methyl-2-oxo-2,3,4,5-tetrahydro-1H-pyrido[2,3-e][1,4]diazepin-7-yl)acrylic acid hydrochloride), COC1=C(CCN)C=CC=C1OC ((2,3-dimethoxy-benzyl)methyl-amine), CNCC1=C(C2=CC=CC=C2C=C1)CCC (methyl-(1-propyl-naphthalen-2-ylmethyl)amine), solid. Product: NC1=CC=C(C=N1)/C=C/C(=O)N(C)CC1=C(C(=CC=C1)OC)OC ((E)-3-(6-Amino-pyridin-3-yl)-N-(2,3-dimethoxy-benzyl)-N-methyl-acrylamide). Reaction SMILES: [CH3:1][O:2][C:3]1[C:11]([O:12][CH3:13])=[CH:10][CH:9]=[CH:8][C:4]=1[CH2:5]CN.[CH3:14][NH:15]CC1C=CC2C(=CC=CC=2)C=1CCC.[NH2:30][C:31]1[N:36]=[CH:35][C:34](/[CH:37]=[CH:38]/[C:39]([OH:41])=O)=[CH:33][CH:32]=1.Cl.CN1CC2C=C(/C=C/C(O)=O)C=NC=2NC(=O)C1>>[NH2:30][C:31]1[N:36]=[CH:35][C:34](/[CH:37]=[CH:38]/[C:39]([N:15]([CH2:5][C:4]2[CH:8]=[CH:9][CH:10]=[C:11]([O:12][CH3:13])[C:3]=2[O:2][CH3:1])[CH3:14])=[O:41])=[CH:33][CH:32]=1 |f:3.4|. Reported procedure: According to the procedure of Example 1 (a), except substituting (2,3-dimethoxy-benzyl)methyl-amine for the methyl-(1-propyl-naphthalen-2-ylmethyl)amine, and substituting (E)-3-(6-amino-pyridin-3-yl)acrylic acid for the (E)-3-(4-methyl-2-oxo-2,3,4,5-tetrahydro-1H-pyrido[2,3-e][1,4]diazepin-7-yl)acrylic acid hydrochloride, the title compound was prepared as a pale yellow solid (434 mg, 53%): 1H NMR (300 MHz, DMSO-d6) δ 8.14 (d, J=11.3 Hz, 1H), 7.89-7.77 (m, 1H), 7.44-7.39 (m, 1H), 7.05-6.94 (m, 3...